describe an organic reaction: reactants, conditions, products, and yield From a dataset of the Open Reaction Database (ORD), a public repository of structured organic reaction records. Reactants: Cc1cccc(C)c1NC(=O)CCl, CN(C)C=O, Clc1cccnc1C1=CCNCC1, [Na+], [Na+], O=C([O-])[O-], O. Yields the product Cc1cccc(C)c1NC(=O)CN1CC=C(c2ncccc2Cl)CC1. RXN SMILES: [CH3:14][c:15]1[c:16]([NH:22][C:23]([CH2:24][Cl:25])=[O:26])[c:17]([CH3:21])[cH:18][cH:19][cH:20]1.[CH3:34][N:35]([CH3:36])[CH:37]=[O:38].[Cl:1][c:2]1[c:3]([C:8]2=[CH:13][CH2:12][NH:11][CH2:10][CH2:9]2)[n:4][cH:5][cH:6][cH:7]1.[Na+:27].[Na+:28].[O-:29][C:30](=[O:31])[O-:32].[OH2:33]>>[Cl:1][c:2]1[c:3]([C:8]2=[CH:13][CH2:12][N:11]([CH2:24][C:23]([NH:22][c:16]3[c:15]([CH3:14])[cH:20][cH:19][cH:18][c:17]3[CH3:21])=[O:26])[CH2:10][CH2:9]2)[n:4][cH:5][cH:6][cH:7]1. The reactants are ClC1=NC(=NC(=C1)O)C1=C(C=CC=C1)OCCC (4-Chloro-6-hydroxy-2-(2-propoxyphenyl)-pyrimidine), C(CC)N (n-propylamine). Solvent: C(C)O (ethanol). Product: C(CC)NC1=CC(NC(=N1)C1=C(C=CC=C1)OCCC)=O (6-Propylamino-2-(2-propoxyphenyl)pyrimidin-4[3H]-one). As a reaction SMILES: Cl[C:2]1[CH:7]=[C:6]([OH:8])[N:5]=[C:4]([C:9]2[CH:14]=[CH:13][CH:12]=[CH:11][C:10]=2[O:15][CH2:16][CH2:17][CH3:18])[N:3]=1.[CH2:19]([NH2:22])[CH2:20][CH3:21]>C(O)C>[CH2:19]([NH:22][C:2]1[N:3]=[C:4]([C:9]2[CH:14]=[CH:13][CH:12]=[CH:11][C:10]=2[O:15][CH2:16][CH2:17][CH3:18])[NH:5][C:6](=[O:8])[CH:7]=1)[CH2:20][CH3:21]. Procedure: 4-Chloro-6-hydroxy-2-(2-propoxyphenyl)-pyrimidine (0.66 g), n-propylamine (1.8 g) and ethanol (20 ml) was heated at 90° C. in a pressure vessel for 16 hours. The cooled reaction mixture was evaporated under reduced pressure to yield an oil which solidified on washing with water. The residue was recrystallized from isopropanol:water to yield the title compound, 0.56 g, m.p. 172°-3° C. Starting materials: O(C1=CC=CC=C1)C(=O)NC1=C(C=C(C=C1)C(CBr)=O)C#N (4'-phenoxycarbonylamino-2-bromo-3'-cyanoacetophenone), C(C)(C)(C)N (tert. butylamine). Yields the product C(C)(C)(C)NC(NC1=C(C=C(C=C1)C(CBr)=O)C#N)=O (4'-(3-tert. butyl-ureido)-2-bromo-3'-cyano-acetophenone). Reaction SMILES: O([C:8]([NH:10][C:11]1[CH:16]=[CH:15][C:14]([C:17](=[O:20])[CH2:18][Br:19])=[CH:13][C:12]=1[C:21]#[N:22])=[O:9])C1C=CC=CC=1.[C:23]([NH2:27])([CH3:26])([CH3:25])[CH3:24]>>[C:23]([NH:27][C:8](=[O:9])[NH:10][C:11]1[CH:16]=[CH:15][C:14]([C:17](=[O:20])[CH2:18][Br:19])=[CH:13][C:12]=1[C:21]#[N:22])([CH3:26])([CH3:25])[CH3:24]. Procedure details: The starting compound, 4'-(3-tert. butyl-ureido)-2-bromo-3'-cyano-acetophenone was prepared by reacting 4'-phenoxycarbonylamino-2-bromo-3'-cyanoacetophenone with tert. butylamine at room temperature. Starting materials: C1(=CC=CC=C1)C(OCC(=O)N1CCC(CC1)C1=CC=CC=C1)C1=CC=CC=C1 (1-[(diphenylmethoxy) acetyl]-4-phenylpiperidine), [H-].[Al+3].[Li+].[H-].[H-].[H-] (lithium aluminum hydride), C(C(=O)O)(=O)O (oxalic acid), O (water). Run in CCOCC (ether), O1CCCC1 (tetrahydrofuran), O1CCCC1 (tetrahydrofuran), CC(=O)C (acetone). Yields the product C(C(=O)O)(=O)O.C1(=CC=CC=C1)C(OCCN1CCC(CC1)C1=CC=CC=C1)C1=CC=CC=C1 (1-[2-(diphenylmethoxy)ethyl]-4-phenylpiperidine oxalate). RXN SMILES: [C:1]1([CH:7]([C:24]2[CH:29]=[CH:28][CH:27]=[CH:26][CH:25]=2)[O:8][CH2:9][C:10]([N:12]2[CH2:17][CH2:16][CH:15]([C:18]3[CH:23]=[CH:22][CH:21]=[CH:20][CH:19]=3)[CH2:14][CH2:13]2)=O)[CH:6]=[CH:5][CH:4]=[CH:3][CH:2]=1.[H-].[Al+3].[Li+].[H-].[H-].[H-].O.[C:37]([OH:42])(=[O:41])[C:38]([OH:40])=[O:39]>O1CCCC1.CC(C)=O.CCOCC>[C:37]([OH:42])(=[O:41])[C:38]([OH:40])=[O:39].[C:1]1([CH:7]([C:24]2[CH:29]=[CH:28][CH:27]=[CH:26][CH:25]=2)[O:8][CH2:9][CH2:10][N:12]2[CH2:17][CH2:16][CH:15]([C:18]3[CH:19]=[CH:20][CH:21]=[CH:22][CH:23]=3)[CH2:14][CH2:13]2)[CH:2]=[CH:3][CH:4]=[CH:5][CH:6]=1 |f:1.2.3.4.5.6,12.13|. Reported procedure: A solution of 7.4 g (18.6 mmole) of 1-[(diphenylmethoxy) acetyl]-4-phenylpiperidine in 60 cm3 of tetrahydrofuran was added to a solution of 1.1 g (29.7 mmole) of lithium aluminum hydride in 100 cm3 of tetrahydrofuran. The mixture was heated to a reflux for 12 hours and, after cooling to room temperature, hydrolyzed with 5.5 cm3 of water. 200 cm3 of ether was added. The alkaline residues were washed with ether. The ethereal solutions were collected, dried on sodium sulfate and concentrated under ... Starting materials: C(C=C)OC1=NC(=C(C2=CC(=CC=C12)OC)C1=CC=CC=C1)C#N (1-(allyloxy)-6-methoxy-4-phenylisoquinoline-3-carbonitrile), ClC1=NC(=C(C2=CC(=CC=C12)OC)C1=CC(=CC=C1)F)C#N (1-chloro-4-(3-fluorophenyl)-6-methoxyisoquinoline-3-carbonitrile), CN1C=NC(=C1)CO ((1-methyl-1H-imidazol-4-yl)methanol). The product is FC=1C=C(C=CC1)C1=C(N=C(C2=CC=C(C=C12)OC)OCC=1N=CN(C1)C)C#N (4-(3-fluorophenyl)-6-methoxy-1-[(1-methyl-1H-imidazol-4-yl)methoxy]isoquinoline-3-carbonitrile). Reaction SMILES: C(OC1C2C(=CC(OC)=CC=2)C(C2C=CC=CC=2)=C(C#N)N=1)C=C.Cl[C:26]1[C:35]2[C:30](=[CH:31][C:32]([O:36][CH3:37])=[CH:33][CH:34]=2)[C:29]([C:38]2[CH:43]=[CH:42][CH:41]=[C:40]([F:44])[CH:39]=2)=[C:28]([C:45]#[N:46])[N:27]=1.[CH3:47][N:48]1[CH:52]=[C:51]([CH2:53][OH:54])[N:50]=[CH:49]1>>[F:44][C:40]1[CH:39]=[C:38]([C:29]2[C:30]3[C:35](=[CH:34][CH:33]=[C:32]([O:36][CH3:37])[CH:31]=3)[C:26]([O:54][CH2:53][C:51]3[N:50]=[CH:49][N:48]([CH3:47])[CH:52]=3)=[N:27][C:28]=2[C:45]#[N:46])[CH:43]=[CH:42][CH:41]=1. Procedure details: Following the procedure for 1-(allyloxy)-6-methoxy-4-phenylisoquinoline-3-carbonitrile, using 1-chloro-4-(3-fluorophenyl)-6-methoxyisoquinoline-3-carbonitrile in place of 1-chloro-6-methoxy-4-phenylisoquinoline-3-carbonitrile and (1-methyl-1H-imidazol-4-yl)methanol in place of allyl alcohol, the title compound was synthesized.